This data is from the Open Reaction Database (ORD), a public repository of structured organic reaction records. The task is: describe an organic reaction: reactants, conditions, products, and yield The reactants are CCOC(=O)C1=C(COCCN)NC(C)=C(C(=O)OC)C1c1ccccc1Cl, CS(=O)(=O)O, CC(C)O. Yields the product CCOC(=O)C1=C(COCCN)NC(C)=C(C(=O)OC)C1c1ccccc1Cl, CS(=O)(=O)O. As a reaction SMILES: [CH3:1][CH2:2][O:3][C:4](=[O:5])[C:6]1=[C:7]([CH2:8][O:9][CH2:10][CH2:11][NH2:12])[NH:13][C:14]([CH3:15])=[C:16]([C:25](=[O:26])[O:27][CH3:28])[CH:17]1[c:18]1[cH:19][cH:20][cH:21][cH:22][c:23]1[Cl:24].[CH3:29][S:30]([OH:31])(=[O:32])=[O:33].[CH:34]([OH:35])([CH3:36])[CH3:37]>>[CH3:1][CH2:2][O:3][C:4](=[O:5])[C:6]1=[C:7]([CH2:8][O:9][CH2:10][CH2:11][NH2:12])[NH:13][C:14]([CH3:15])=[C:16]([C:25](=[O:26])[O:27][CH3:28])[CH:17]1[c:18]1[cH:19][cH:20][cH:21][cH:22][c:23]1[Cl:24].[CH3:29][S:30](=[O:31])(=[O:32])[OH:33]. Reactants: FC1=CC=C(C=C1)C1=NNC2=CC=C(C=C12)C#N (3-(4-fluorophenyl)-1H-indazole-5-carbonitrile), C(C)(=O)O (acetic acid), Cl (HCl). Run in O (water). Conditions: time 8 hour. The product is FC1=CC=C(C=C1)C1=NNC2=CC=C(C=C12)C(=O)O (3-(4-Fluorophenyl)-1H-indazole-5-carboxylic acid). Yield: 86.0%. As a reaction SMILES: [F:1][C:2]1[CH:7]=[CH:6][C:5]([C:8]2[C:16]3[C:11](=[CH:12][CH:13]=C(C#N)[CH:15]=3)[NH:10][N:9]=2)=[CH:4][CH:3]=1.[C:19]([OH:22])(=[O:21])[CH3:20].Cl>O>[F:1][C:2]1[CH:3]=[CH:4][C:5]([C:8]2[C:16]3[C:11](=[CH:12][CH:13]=[C:20]([C:19]([OH:22])=[O:21])[CH:15]=3)[NH:10][N:9]=2)=[CH:6][CH:7]=1. Procedure: To a round bottom flask containing 3-(4-fluorophenyl)-1H-indazole-5-carbonitrile (8.05 g, 0.034 mol) was added acetic acid (250 mL) and concentrated HCl (250 mL). The reaction was heated to reflux temperature for 7.5 hours and then 105° C. for two and one half-hours. The reaction was allowed to stir at room temperature overnight. The reaction was diluted with water and a solid crashed out of solution. The solid was collected by filtration and dried in a low temperature oven to yield the title co... Procedure: Using a method analogous to that described in Example 40, 4-bromo-2-chlorophenyl-sulfonic acid-(4-hydroxybutyl)-amide and 2,4-difluorophenyl boronic acid were reacted to give the title compound as a white solid. δC (CDCl3, 62.9 MHz): 26.4, 29.5, 41.2, 62.1, 104.9 (t, J 26.0), 112.3 (dd, J 21.3, 2.9), 122.3 (dd, J 12.7, 3.9), 127.5, 131.3, 131.5, 131.5, 131.7 (d, J 2.0), 136.2, 140.6, 159.9 (dd, J 252.0, 11.7) and 163.3 (dd, J 252.0, 11.7). Yields the product OCCCCNS(=O)(=O)C1=C(C=C(C=C1)C1=C(C=C(C=C1)F)F)Cl (3-Chloro-2′,4′-difluoro-biphenyl-4-sulfonic acid-(4-hydroxybutyl)-amide). Reactants: OCCCCNS(=O)(=O)C1=C(C=C(C=C1)Br)Cl (4-bromo-2-chlorophenyl-sulfonic acid-(4-hydroxybutyl)-amide), FC1=C(C=CC(=C1)F)B(O)O (2,4-difluorophenyl boronic acid). Reaction SMILES: [OH:1][CH2:2][CH2:3][CH2:4][CH2:5][NH:6][S:7]([C:10]1[CH:15]=[CH:14][C:13](Br)=[CH:12][C:11]=1[Cl:17])(=[O:9])=[O:8].[F:18][C:19]1[CH:24]=[C:23]([F:25])[CH:22]=[CH:21][C:20]=1B(O)O>>[OH:1][CH2:2][CH2:3][CH2:4][CH2:5][NH:6][S:7]([C:10]1[CH:15]=[CH:14][C:13]([C:22]2[CH:21]=[CH:20][C:19]([F:18])=[CH:24][C:23]=2[F:25])=[CH:12][C:11]=1[Cl:17])(=[O:9])=[O:8]. Yields the product C(C)(C)(C)C1=CC=C(C=C1)[C@H](C)NC(=O)C=1C=C2C(=C(N(C2=CC1)C(C)C1=CC=C(O[C@H](C(=O)OC)C)C=C1)C)C ((2S)-Methyl 2-(4-(1-(5-(((S)-1-(4-(tert-butyl)phenyl)ethyl)carbamoyl)-2,3-dimethyl-1H-indol-1-yl)ethyl)phenoxy)propanoate). RXN SMILES: [C:1]([C:5]1[CH:10]=[CH:9][C:8]([C@@H:11]([NH2:13])[CH3:12])=[CH:7][CH:6]=1)([CH3:4])([CH3:3])[CH3:2].[CH3:14][O:15][C:16](=[O:42])[C@@H:17]([O:19][C:20]1[CH:25]=[CH:24][C:23]([CH:26]([N:28]2[C:36]3[C:31](=[CH:32][C:33]([C:37](O)=[O:38])=[CH:34][CH:35]=3)[C:30]([CH3:40])=[C:29]2[CH3:41])[CH3:27])=[CH:22][CH:21]=1)[CH3:18]>>[C:1]([C:5]1[CH:6]=[CH:7][C:8]([C@@H:11]([NH:13][C:37]([C:33]2[CH:32]=[C:31]3[C:36](=[CH:35][CH:34]=2)[N:28]([CH:26]([C:23]2[CH:24]=[CH:25][C:20]([O:19][C@@H:17]([CH3:18])[C:16]([O:15][CH3:14])=[O:42])=[CH:21][CH:22]=2)[CH3:27])[C:29]([CH3:41])=[C:30]3[CH3:40])=[O:38])[CH3:12])=[CH:9][CH:10]=1)([CH3:4])([CH3:2])[CH3:3]. Procedure: The title compound was prepared following the same general protocol as described in Step 5, Example 35, using (S)-1-(4-(tert-butyl)phenyl)ethanamine instead of (S)-1-(3-bromophenyl)ethylamine and 1-(1-(4-(((S)-1-methoxy-1-oxopropan-2-yl)oxy)phenyl)ethyl)-2,3-dimethyl-1H-indole-5-carboxylic acid instead of 1-(4-(1-(methoxycarbonyl)cyclopropyl)benzyl)-2,3-dimethyl-1H-indole-5-carboxylic acid′ The reactants are C(C)(C)(C)C1=CC=C(C=C1)[C@H](C)N ((S)-1-(4-(tert-butyl)phenyl)ethanamine), COC([C@H](C)OC1=CC=C(C=C1)C(C)N1C(=C(C2=CC(=CC=C12)C(=O)O)C)C)=O (1-(1-(4-(((S)-1-methoxy-1-oxopropan-2-yl)oxy)phenyl)ethyl)-2,3-dimethyl-1H-indole-5-carboxylic acid). The reactants are C(C1=CC=CC=C1)OC1=CC=C(C=C1)C=1C=NC=2N(C1Cl)N=CC2C#N (6-(4-benzyloxy-phenyl)-7-chloro-pyrazolo[1,5-a]pyrimidine-3-carbonitrile), C([O-])([O-])=O.[K+].[K+] (potassium carbonate), N1CCOCC1 (morpholine). The solvent is C(C)(=O)OCC (ethyl acetate), CN(C=O)C (dimethylformamide). Run at temperature 160 celsius. The product is C(C1=CC=CC=C1)OC1=CC=C(C=C1)C=1C=NC=2N(C1N1CCOCC1)N=CC2C#N (6-(4-benzyloxy-phenyl)-7-morpholin-4-yl-pyrazolo[1,5-a]pyrimidine-3-carbonitrile). Yield: 90.0%. Reaction SMILES: [CH2:1]([O:8][C:9]1[CH:14]=[CH:13][C:12]([C:15]2[CH:16]=[N:17][C:18]3[N:19]([N:22]=[CH:23][C:24]=3[C:25]#[N:26])[C:20]=2Cl)=[CH:11][CH:10]=1)[C:2]1[CH:7]=[CH:6][CH:5]=[CH:4][CH:3]=1.C(=O)([O-])[O-].[K+].[K+].[NH:33]1[CH2:38][CH2:37][O:36][CH2:35][CH2:34]1>CN(C)C=O.C(OCC)(=O)C>[CH2:1]([O:8][C:9]1[CH:14]=[CH:13][C:12]([C:15]2[CH:16]=[N:17][C:18]3[N:19]([N:22]=[CH:23][C:24]=3[C:25]#[N:26])[C:20]=2[N:33]2[CH2:38][CH2:37][O:36][CH2:35][CH2:34]2)=[CH:11][CH:10]=1)[C:2]1[CH:7]=[CH:6][CH:5]=[CH:4][CH:3]=1 |f:1.2.3|. Procedure details: A solution of 50 mg (0.138 mmol) of 6-(4-benzyloxy-phenyl)-7-chloro-pyrazolo[1,5-a]pyrimidine-3-carbonitrile in 2 mL of dimethylformamide in a 5 mL microwave vessel, was added 25 mg (0.18 mmol) of potassium carbonate, followed by 15 mg (0.166 mmol) of morpholine, and the mixture was heated in a microwave synthesizer (Emrys system from Personal Chemistry, 300 W) at 160° C. for 5 min. Since analysis by LC-MS indicated product formation, the reaction mixture was diluted with ethyl acetate, washed w... The product is CC1Oc2cc(cnc2N)c3c(CN(C)C(=O)c4ncccc14)n(C)nc3C(C)(C)C. Conditions: time nan hour. Reagents/catalysts: c1ccc(cc1)-c2c3ccccc3cc4ccccc24 (9-Phenylanthracene), CC(=O)[O-].[K+] (KOAc), P([C@]12C[C@@H]3C[C@H](C2)C[C@@H](C1)C3)([C@]12C[C@@H]3C[C@@H](C2)C[C@@H](C1)C3)CCCC (cataCXium A), C(O[Pd]OC(C)=O)(C)=O (Pd(OAc)2). Reactants: c1(c(ncc(c1)I)N)O[C@H](C)c1c(C(N(Cc2n(nc(c2)C(C)(C)C)C)C)=O)nccc1. The solvent is CCC(C)(C)O (t-AmOH). RXN SMILES: [CH3:1][CH:2]([c:11]1[c:16]([C:17]([N:19]([CH2:21][c:22]2[n:26]([CH3:27])[n:25][c:24]([C:28]([CH3:31])([CH3:30])[CH3:29])[cH:23]2)[CH3:20])=[O:18])[n:15][cH:14][cH:13][cH:12]1)[O:3][c:4]3[c:9]([NH2:10])[n:8][cH:7][c:6](I)[cH:5]3>>[CH3:1][CH:2]1[c:11]([c:16]2[C:17](=[O:18])[N:19]([CH3:20])[CH2:21][c:22]3[c:23]([c:24]([C:28]([CH3:31])([CH3:30])[CH3:29])[n:25][n:26]3[CH3:27])[c:6]4[cH:5][c:4]([c:9]([NH2:10])[n:8][cH:7]4)[O:3]1)[cH:12][cH:13][cH:14][n:15]2. Reactants: C1(CCCCC1)C1=NC(C(N(C2=C1C=CC=C2)CC2=NC=CC=C2)=O)N2C(C=1C(C2=O)=CC=CC1)=O ((3RS)-5-cyclohexyl-2,3-dihydro-3-phthalimido-1-(pyridin-2-yl)methyl-1H-1,4-benzodiazepin-2-one), O.NN (hydrazine monohydrate). Run in O1CCCC1 (tetrahydrofuran), O1CCCC1 (tetrahydrofuran). Reaction conditions: time 2 hour. Yields the product NC1C(N(C2=C(C(=N1)C1CCCCC1)C=CC=C2)CC2=NC=CC=C2)=O ((3RS)-3-amino-5-cyclohexyl-2,3-dihydro-1-(pyridin-2-yl)methyl-1H-1,4-benzodiazepin-2-one). Yield: 74.9%. Reaction SMILES: [CH:1]1([C:7]2[C:13]3[CH:14]=[CH:15][CH:16]=[CH:17][C:12]=3[N:11]([CH2:18][C:19]3[CH:24]=[CH:23][CH:22]=[CH:21][N:20]=3)[C:10](=[O:25])[CH:9]([N:26]3C(=O)C4=CC=CC=C4C3=O)[N:8]=2)[CH2:6][CH2:5][CH2:4][CH2:3][CH2:2]1.O.NN>O1CCCC1>[NH2:26][CH:9]1[N:8]=[C:7]([CH:1]2[CH2:6][CH2:5][CH2:4][CH2:3][CH2:2]2)[C:13]2[CH:14]=[CH:15][CH:16]=[CH:17][C:12]=2[N:11]([CH2:18][C:19]2[CH:24]=[CH:23][CH:22]=[CH:21][N:20]=2)[C:10]1=[O:25] |f:1.2|. Procedure: A stirred solution of (3RS)-5-cyclohexyl-2,3-dihydro-3-phthalimido-1-(pyridin-2-yl)methyl-1H-1,4-benzodiazepin-2-one (0.22 g) in tetrahydrofuran (10 ml) was treated with a solution of hydrazine monohydrate (23 mg) in tetrahydrofuran (1 ml) at ambient temperature, and the mixture was stirred for 2 hours at the same temperature, then heated at reflux temperature for 1 hour. After cooling, the resultant precipitates were filtered off. The filtrate was concentrated in vacuo. The residue was taken up... Starting materials: COc1ccc2c(c1)CC(N(C)CCCNC(=O)Cc1cc(OC)c(OC)cc1[N+](=O)[O-])CC2, CCO. Product: COc1ccc2c(c1)CC(N(C)CCCNC(=O)Cc1cc(OC)c(OC)cc1N)CC2. RXN SMILES: [CH3:1][O:2][c:3]1[cH:4][c:5]([N+:32]([O-:33])=[O:34])[c:6]([CH2:11][C:12](=[O:13])[NH:14][CH2:15][CH2:16][CH2:17][N:18]([CH:19]2[CH2:20][c:21]3[cH:22][c:23]([O:29][CH3:30])[cH:24][cH:25][c:26]3[CH2:27][CH2:28]2)[CH3:31])[cH:7][c:8]1[O:9][CH3:10].[CH3:35][CH2:36][OH:37]>>[CH3:1][O:2][c:3]1[cH:4][c:5]([NH2:32])[c:6]([CH2:11][C:12](=[O:13])[NH:14][CH2:15][CH2:16][CH2:17][N:18]([CH:19]2[CH2:20][c:21]3[cH:22][c:23]([O:29][CH3:30])[cH:24][cH:25][c:26]3[CH2:27][CH2:28]2)[CH3:31])[cH:7][c:8]1[O:9][CH3:10]. Starting materials: CNC, CCO, Cl, COC(=O)c1cccc(-n2cccc2)c1. The product is COC(=O)c1cccc(-n2cccc2CN(C)C)c1. RXN SMILES: [CH3:17][NH:18][CH3:19].[CH3:20][CH2:21][OH:22].[ClH:16].[n:1]1(-[c:6]2[cH:7][c:8]([C:9](=[O:10])[O:11][CH3:12])[cH:13][cH:14][cH:15]2)[cH:2][cH:3][cH:4][cH:5]1>>[n:1]1(-[c:6]2[cH:7][c:8]([C:9](=[O:10])[O:11][CH3:12])[cH:13][cH:14][cH:15]2)[cH:2][cH:3][cH:4][c:5]1[CH2:20][N:18]([CH3:17])[CH3:19].